This data is from the Open Reaction Database (ORD), a public repository of structured organic reaction records. The task is: describe an organic reaction: reactants, conditions, products, and yield The reactants are C(=CC)C1CCC(CC1)C(=O)OCC (ethyl 4-propenylcyclohexanecarboxylate), [OH-].[Na+] (sodium hydroxide), O (water). The solvent is C(C)O (ethanol). Reaction conditions: time 8 hour. Product: C(=CC)C1CCC(CC1)C(=O)O (4-propenylcyclohexanecarboxylic acid). Reaction SMILES: [CH:1]([CH:4]1[CH2:9][CH2:8][CH:7]([C:10]([O:12]CC)=[O:11])[CH2:6][CH2:5]1)=[CH:2][CH3:3].[OH-].[Na+].O>C(O)C>[CH:1]([CH:4]1[CH2:9][CH2:8][CH:7]([C:10]([OH:12])=[O:11])[CH2:6][CH2:5]1)=[CH:2][CH3:3] |f:1.2|. Procedure details: 170 g of ethyl 4-propenylcyclohexanecarboxylate from Example 2, 38 g of sodium hydroxide, 215 ml of water and 1075 ml of ethanol were combined and stirred overnight at RT. Conventional work-up gave 4-propenylcyclohexanecarboxylic acid as an E/Z isomer mixture.